From a dataset of the Open Reaction Database (ORD), a public repository of structured organic reaction records. describe an organic reaction: reactants, conditions, products, and yield Yields the product Intermediate F, C1(=CC=CC=C1)NC1=CC=C(C=C1)N1C(C=2C(C1=O)=CC=CC2)=O (N-(4-phenylaminophenyl)-phthalimide). Reported procedure: In a four-necked reactor equipped with a cooler and a thermometer, 80 g (0.42 mol) of trimellitic anhydride and 76.7 g (0.42 mol) of 4-aminodiphenylamine were dissolved in a liter of acetic acid under a nitrogen gas stream. This solution was allowed to react while heated to reflux for 10 hours in an oil bath. After completion of the reaction, the reaction liquid was poured into two liters of water, and a reaction product was precipitated. Thereafter, the reaction product as a precipitated solid ... The reactants are trimellitic anhydride, C1=CC=C(C=C1)NC2=CC=C(C=C2)N (4-aminodiphenylamine), C(C)(=O)O (acetic acid), O (water). Reaction SMILES: [CH:1]1[CH:6]=[CH:5][C:4]([NH:7][C:8]2[CH:13]=[CH:12][C:11]([NH2:14])=[CH:10][CH:9]=2)=[CH:3][CH:2]=1.[OH2:15].[C:16]([OH:19])(=O)[CH3:17]>>[C:4]1([NH:7][C:8]2[CH:13]=[CH:12][C:11]([N:14]3[C:16](=[O:19])[C:17]4=[CH:5][CH:6]=[CH:1][CH:2]=[C:3]4[C:4]3=[O:15])=[CH:10][CH:9]=2)[CH:3]=[CH:2][CH:1]=[CH:6][CH:5]=1. Reactants: CN1C(C)(C)CC(Nc2cc(-n3c4ccccc4c4c(-c5ccc(C#N)nc5)cccc43)ccc2C(=O)OC(C)(C)C)CC1(C)C, Cl, C1COCCO1. Product: CN1C(C)(C)CC(Nc2cc(-n3c4ccccc4c4c(-c5ccc(C#N)nc5)cccc43)ccc2C(=O)O)CC1(C)C. RXN SMILES: [C:2](#[N:3])[c:4]1[cH:5][cH:6][c:7](-[c:10]2[cH:11][cH:12][cH:13][c:14]3[n:15](-[c:23]4[cH:24][c:25]([NH:36][CH:37]5[CH2:38][C:39]([CH3:46])([CH3:47])[N:40]([CH3:45])[C:41]([CH3:43])([CH3:44])[CH2:42]5)[c:26]([C:27](=[O:28])[O:29][C:30]([CH3:31])([CH3:32])[CH3:33])[cH:34][cH:35]4)[c:16]4[cH:17][cH:18][cH:19][cH:20][c:21]4[c:22]23)[cH:8][n:9]1.[ClH:1].[O:48]1[CH2:49][CH2:50][O:51][CH2:52][CH2:53]1>>[C:2](#[N:3])[c:4]1[cH:5][cH:6][c:7](-[c:10]2[cH:11][cH:12][cH:13][c:14]3[n:15](-[c:23]4[cH:24][c:25]([NH:36][CH:37]5[CH2:38][C:39]([CH3:46])([CH3:47])[N:40]([CH3:45])[C:41]([CH3:43])([CH3:44])[CH2:42]5)[c:26]([C:27](=[O:28])[OH:29])[cH:34][cH:35]4)[c:16]4[cH:17][cH:18][cH:19][cH:20][c:21]4[c:22]23)[cH:8][n:9]1. Reactants: CC#N, COc1cc(OC)nc(Oc2cccc3c2C(=O)OC3Cl)n1, [K+], C1COCCOCCOCCOCCOCCO1, [O-]c1ccccc1. Product: COc1cc(OC)nc(Oc2cccc3c2C(=O)OC3Oc2ccccc2)n1. Reaction SMILES: [CH3:49][C:50]#[N:51].[Cl:1][CH:2]1[O:3][C:4](=[O:5])[c:6]2[c:7]([O:12][c:13]3[n:14][c:15]([O:21][CH3:22])[cH:16][c:17]([O:19][CH3:20])[n:18]3)[cH:8][cH:9][cH:10][c:11]21.[K+:30].[O:31]1[CH2:32][CH2:33][O:34][CH2:35][CH2:36][O:37][CH2:38][CH2:39][O:40][CH2:41][CH2:42][O:43][CH2:44][CH2:45][O:46][CH2:47][CH2:48]1.[c:23]1([O-:29])[cH:24][cH:25][cH:26][cH:27][cH:28]1>>[CH:2]1([O:29][c:23]2[cH:24][cH:25][cH:26][cH:27][cH:28]2)[O:3][C:4](=[O:5])[c:6]2[c:7]([O:12][c:13]3[n:14][c:15]([O:21][CH3:22])[cH:16][c:17]([O:19][CH3:20])[n:18]3)[cH:8][cH:9][cH:10][c:11]21. The reactants are COc1ccc(N)cc1, CN(C)C=O, CCn1c(=O)c(-c2c(Cl)cccc2Cl)cc2cnc(S(C)(=O)=O)nc21, O. Yields the product CCn1c(=O)c(-c2c(Cl)cccc2Cl)cc2cnc(Nc3ccc(OC)cc3)nc21. RXN SMILES: [CH3:26][O:27][c:28]1[cH:29][cH:30][c:31]([NH2:32])[cH:33][cH:34]1.[CH3:36][N:37]([CH3:38])[CH:39]=[O:40].[Cl:1][c:2]1[c:3](-[c:9]2[cH:10][c:11]3[c:12]([n:13][c:14]([S:17]([CH3:18])(=[O:19])=[O:20])[n:15][cH:16]3)[n:21]([CH2:24][CH3:25])[c:22]2=[O:23])[c:4]([Cl:8])[cH:5][cH:6][cH:7]1.[OH2:35]>>[Cl:1][c:2]1[c:3](-[c:9]2[cH:10][c:11]3[c:12]([n:13][c:14]([NH:32][c:31]4[cH:30][cH:29][c:28]([O:27][CH3:26])[cH:34][cH:33]4)[n:15][cH:16]3)[n:21]([CH2:24][CH3:25])[c:22]2=[O:23])[c:4]([Cl:8])[cH:5][cH:6][cH:7]1. Reactants: O=C([O-])[O-], Clc1ncccc1Br, Fc1ccc(NC2CCNCC2)cc1, [K+], [K+], CN(C)C=O. Product: Fc1ccc(NC2CCN(c3ncccc3Br)CC2)cc1. Reaction SMILES: [C:23](=[O:24])([O-:25])[O-:26].[Cl:1][c:2]1[n:3][cH:4][cH:5][cH:6][c:7]1[Br:8].[F:9][c:10]1[cH:11][cH:12][c:13]([NH:16][CH:17]2[CH2:18][CH2:19][NH:20][CH2:21][CH2:22]2)[cH:14][cH:15]1.[K+:27].[K+:28].[O:29]=[CH:30][N:31]([CH3:32])[CH3:33]>>[c:2]1([N:20]2[CH2:19][CH2:18][CH:17]([NH:16][c:13]3[cH:12][cH:11][c:10]([F:9])[cH:15][cH:14]3)[CH2:22][CH2:21]2)[n:3][cH:4][cH:5][cH:6][c:7]1[Br:8]. Reactants: CC(C)(C)OC(=O)N1CCC(CO)CC1, O=C([O-])O, CN(C)C=O, O=[N+]([O-])c1ccc(F)cc1, [Na+]. The product is CC(C)(C)OC(=O)N1CCC(COc2ccc([N+](=O)[O-])cc2)CC1. RXN SMILES: [C:1]([CH3:2])([CH3:3])([CH3:4])[O:5][C:6](=[O:7])[N:8]1[CH2:9][CH2:10][CH:11]([CH2:14][OH:15])[CH2:12][CH2:13]1.[C:26](=[O:27])([OH:28])[O-:29].[CH3:31][N:32]([CH3:33])[CH:34]=[O:35].[F:16][c:17]1[cH:18][cH:19][c:20]([N+:23](=[O:24])[O-:25])[cH:21][cH:22]1.[Na+:30]>>[C:1]([CH3:2])([CH3:3])([CH3:4])[O:5][C:6](=[O:7])[N:8]1[CH2:9][CH2:10][CH:11]([CH2:14][O:15][c:17]2[cH:18][cH:19][c:20]([N+:23](=[O:24])[O-:25])[cH:21][cH:22]2)[CH2:12][CH2:13]1. The reactants are C1(CCCCC1)OC(C(=O)OC)CCCCC=C (methyl 2-(cyclohexyloxy)oct-7-enoate), CC=1N=CSC1C=C (4-methyl-5-vinylthiazole). The reagents and catalysts are catalyst. Solvent: C1(=CC=CC=C1)C (toluene). Reaction conditions: temperature 100 celsius. Product: C1(CCCCC1)OC(C(=O)OC)CCCC\C=C\C1=C(N=CS1)C ((E)-methyl 2-(cyclohexyloxy)-8-(4-methylthiazol-5-yl)oct-7-enoate). As a reaction SMILES: [CH:1]1([O:7][CH:8]([CH2:13][CH2:14][CH2:15][CH2:16][CH:17]=[CH2:18])[C:9]([O:11][CH3:12])=[O:10])[CH2:6][CH2:5][CH2:4][CH2:3][CH2:2]1.[CH3:19][C:20]1[N:21]=[CH:22][S:23][C:24]=1C=C>C1(C)C=CC=CC=1>[CH:1]1([O:7][CH:8]([CH2:13][CH2:14][CH2:15][CH2:16]/[CH:17]=[CH:18]/[C:24]2[S:23][CH:22]=[N:21][C:20]=2[CH3:19])[C:9]([O:11][CH3:12])=[O:10])[CH2:6][CH2:5][CH2:4][CH2:3][CH2:2]1. Procedure: A mixture of methyl 2-hydroxyoct-7-enoate (6.88 g, 0.040 mmol), dichloromethane (40 mL), 3,4-dihydro-2H-pyran (7.4 mL, 0.082 mol), and 6 drops of trifluoroacetic acid was stirred at room temperature overnight. The resulting mixture was concentrated in vacuo to yield methyl 2-(cyclohexyloxy)oct-7-enoate, which was used in the next step without further purification. A solution of methyl 2-(cyclohexyloxy)oct-7-enoate (500.0 mg, 1.95 mmol) dissolved in toluene (33 mL) containing 4-methyl-5-vinylthia... The reactants are BrC(CC(=O)O)C(C1=CC=C(C=C1)Cl)=O (3-bromo-3-(p-chlorobenzoyl)propionic acid), SC=1N(C=CN1)C (2-mercapto-1-methylimidazole). The solvent is C(C)(=O)O (acetic acid). Product: Br.ClC1=CC=C(C(=O)C(CC(=O)O)SC=2N(C=CN2)C)C=C1 (3-(p-Chlorobenzoyl)-3-(1-Methylimidazol-2-ylthio)Propionic Acid, Hydrobromide). Reaction SMILES: [Br:1][CH:2]([C:7](=[O:15])[C:8]1[CH:13]=[CH:12][C:11]([Cl:14])=[CH:10][CH:9]=1)[CH2:3][C:4]([OH:6])=[O:5].[SH:16][C:17]1[N:18]([CH3:22])[CH:19]=[CH:20][N:21]=1>C(O)(=O)C>[BrH:1].[Cl:14][C:11]1[CH:12]=[CH:13][C:8]([C:7]([CH:2]([S:16][C:17]2[N:18]([CH3:22])[CH:19]=[CH:20][N:21]=2)[CH2:3][C:4]([OH:6])=[O:5])=[O:15])=[CH:9][CH:10]=1 |f:3.4|. Reported procedure: A mixture of 3-bromo-3-(p-chlorobenzoyl)propionic acid (11.64 g., 0.04 m.) and 2-mercapto-1-methylimidazole (4.56 g., 0.04 m.) is dissolved in glacial acetic acid by warming on a steam bath. After filtration of a small amount of insoluble material the filtrate is evaporated. The residue is washed with ether and then treated with dimethoxyethane and the solid weighing 10 g. is collected. The crude material is recrystallized from acetonitrile. The pure compound melts at 173°-5°.